Dataset: the Open Reaction Database (ORD), a public repository of structured organic reaction records. Task: describe an organic reaction: reactants, conditions, products, and yield The solvent is CCO.CO (EtOH MeOH). Procedure details: A solution of (S)-2-fluoro-4-(5-(4-(5-fluoropyridin-2-yl)-2-oxooxazolidin-3-yl)pyrazolo[1,5-a]pyrimidin-3-yl)b enzaldehyde (0.370 g, 0.878 mmol), potassium acetate (0.0948 g, 0.966 mmol) and hydrazinecarboxamide hydrochloride (0.108 g, 0.966 mmol) in 3:1 EtOH/MeOH (6 mL) was stirred at ambient temperature overnight. The solvents were evaporated under vacuum. The residue was purified by preparative TLC (10% MeOH in DCM) to give (S,E)-2-(2-fluoro-4-(5-(4-(5-fluoropyridin-2-yl)-2-oxooxazolidin-3-yl... Isolated yield 39.0%. RXN SMILES: [F:1][C:2]1[CH:9]=[C:8]([C:10]2[CH:11]=[N:12][N:13]3[CH:18]=[CH:17][C:16]([N:19]4[C@@H:23]([C:24]5[CH:29]=[CH:28][C:27]([F:30])=[CH:26][N:25]=5)[CH2:22][O:21][C:20]4=[O:31])=[N:15][C:14]=23)[CH:7]=[CH:6][C:3]=1[CH:4]=O.C([O-])(=O)C.[K+].Cl.[NH:38]([C:40]([NH2:42])=[O:41])[NH2:39]>CCO.CO>[F:1][C:2]1[CH:9]=[C:8]([C:10]2[CH:11]=[N:12][N:13]3[CH:18]=[CH:17][C:16]([N:19]4[C@@H:23]([C:24]5[CH:29]=[CH:28][C:27]([F:30])=[CH:26][N:25]=5)[CH2:22][O:21][C:20]4=[O:31])=[N:15][C:14]=23)[CH:7]=[CH:6][C:3]=1/[CH:4]=[N:39]/[NH:38][C:40]([NH2:42])=[O:41] |f:1.2,3.4,5.6|. Starting materials: FC1=C(C=O)C=CC(=C1)C=1C=NN2C1N=C(C=C2)N2C(OC[C@@H]2C2=NC=C(C=C2)F)=O ((S)-2-fluoro-4-(5-(4-(5-fluoropyridin-2-yl)-2-oxooxazolidin-3-yl)pyrazolo[1,5-a]pyrimidin-3-yl)b enzaldehyde), C(C)(=O)[O-].[K+] (potassium acetate), Cl.N(N)C(=O)N (hydrazinecarboxamide hydrochloride). Yields the product FC1=C(\C=N\NC(=O)N)C=CC(=C1)C=1C=NN2C1N=C(C=C2)N2C(OC[C@@H]2C2=NC=C(C=C2)F)=O ((S,E)-2-(2-fluoro-4-(5-(4-(5-fluoropyridin-2-yl)-2-oxooxazolidin-3-yl)pyrazolo[1,5-a]pyrimidin-3-yl)benzylidene)hydrazinecarboxamide). The reactants are O=P12OP3(=O)OP(=O)(O1)OP(=O)(O2)O3 (phosphorus pentoxide), C(C1=CC=CC=C1)=O (benzaldehyde), P(O)(O)(O)=O (phosphoric acid), COC=1C=C(C=CC1)CCC(=O)N (3-(3-methoxyphenyl)-propionamide). Solvent: O (water), C(C)(=O)O (acetic acid). Conditions: temperature 170 celsius. Yields the product COC=1C=CC2=C(CCC(NC2C2=CC=CC=C2)=O)C1 (7-methoxy-1-phenyl-1,2,4,5-tetrahydro-3H-2-benzazepin-3-one). The yield is 11.0%. RXN SMILES: O=P12OP3(OP(OP(O3)(O1)=O)(=O)O2)=O.P(=O)(O)(O)O.[CH3:20][O:21][C:22]1[CH:23]=[C:24]([CH2:28][CH2:29][C:30]([NH2:32])=[O:31])[CH:25]=[CH:26][CH:27]=1.[CH:33](=O)[C:34]1[CH:39]=[CH:38][CH:37]=[CH:36][CH:35]=1>O.C(O)(=O)C>[CH3:20][O:21][C:22]1[CH:27]=[CH:26][C:25]2[CH:33]([C:34]3[CH:39]=[CH:38][CH:37]=[CH:36][CH:35]=3)[NH:32][C:30](=[O:31])[CH2:29][CH2:28][C:24]=2[CH:23]=1. Procedure: To a mixture of 73 g. of phosphorus pentoxide and 43.5 ml. of 85% phosphoric acid, rendered homogeneous by heating at 170° C., is added at room temperature a solution of 9.0 g. (0.05 moles) of 3-(3-methoxyphenyl)-propionamide and 5.9 g. (0.055 moles) of benzaldehyde in 104 ml. of glacial acetic acid. Stirring under an atmosphere of nitrogen is maintained for 3 days and then the reaction mixture is poured into 1 liter water; a precipitate appears, which is filtered off, washed neutral with water ...